This data is from the Open Reaction Database (ORD), a public repository of structured organic reaction records. The task is: describe an organic reaction: reactants, conditions, products, and yield Starting materials: BrC1=C(OC=C1Br)C(=O)OCC (ethyl 3,4-dibromo-2-furancarboxylate), C(C1=CC=CC=C1)OC=1C=C(C=CC1)B(O)O (3-benzyloxyphenylboronic acid). Product: mixture, C(C1=CC=CC=C1)OC=1C=C(C=CC1)C1=C(OC=C1C1=CC(=CC=C1)OCC1=CC=CC=C1)C(=O)OCC (ethyl 3,4-bis(3-benzyloxyphenyl)-2-furancarboxylate). Yield: 13.1%. As a reaction SMILES: Br[C:2]1[C:6](Br)=[CH:5][O:4][C:3]=1[C:8]([O:10][CH2:11][CH3:12])=[O:9].[CH2:13]([O:20][C:21]1[CH:22]=[C:23](B(O)O)[CH:24]=[CH:25][CH:26]=1)[C:14]1[CH:19]=[CH:18][CH:17]=[CH:16][CH:15]=1>>[CH2:13]([O:20][C:21]1[CH:22]=[C:23]([C:2]2[C:6]([C:23]3[CH:24]=[CH:25][CH:26]=[C:21]([O:20][CH2:13][C:14]4[CH:19]=[CH:18][CH:17]=[CH:16][CH:15]=4)[CH:22]=3)=[CH:5][O:4][C:3]=2[C:8]([O:10][CH2:11][CH3:12])=[O:9])[CH:24]=[CH:25][CH:26]=1)[C:14]1[CH:19]=[CH:18][CH:17]=[CH:16][CH:15]=1. Procedure details: A reaction and treatment was carried out in the same manner as in Reference Example 5(1) using ethyl 3,4-dibromo-2-furancarboxylate (2.00 g) and 3-benzyloxyphenylboronic acid (1.80 g). The residue was purified by silica gel column chromatography (eluent: ethyl acetate/hexane=1/20), thereby giving 1.70 g of a mixture of ethyl 3-(3-benzyloxyphenyl)-4-bromo-2-furancarboxylate and ethyl 4-(3-benzyloxyphenyl)-3-bromo-2-furancarboxylate and 0.26 g of ethyl 3,4-bis(3-benzyloxyphenyl)-2-furancarboxylate... Reactants: C(C)OC(=O)C1=CC=C(OCCCN2CCC(CC2)NC(=O)C2=CC3=CN=C4C=CC=C(S2)N43)C=C1 (N-[1-[3-(4-ethoxycarbonylphenoxy)propan-1-yl]piperidin-4-yl]-5-thia-1,8b-diazaacenaphthylene-4-carboxamide), Cl (hydrochloric acid). Run in C(C)O (ethanol). Conditions: time 1 hour. Yields the product Cl.Cl.C(C)OC(=O)C1=CC=C(OCCCN2CCC(CC2)NC(=O)C2=CC3=CN=C4C=CC=C(S2)N43)C=C1 (N-[1-[3-(4-ethoxycarbonylphenoxy)propan-1-yl]piperidin-4-yl]-5-thia-1,8b-diazaacenaphthylene-4-carboxamide dihydrochloride). Isolated yield 98.2%. RXN SMILES: [CH2:1]([O:3][C:4]([C:6]1[CH:36]=[CH:35][C:9]([O:10][CH2:11][CH2:12][CH2:13][N:14]2[CH2:19][CH2:18][CH:17]([NH:20][C:21]([C:23]3[S:33][C:32]4[N:34]5[C:25](=[CH:26][N:27]=[C:28]5[CH:29]=[CH:30][CH:31]=4)[CH:24]=3)=[O:22])[CH2:16][CH2:15]2)=[CH:8][CH:7]=1)=[O:5])[CH3:2].[ClH:37]>C(O)C>[ClH:37].[ClH:37].[CH2:1]([O:3][C:4]([C:6]1[CH:36]=[CH:35][C:9]([O:10][CH2:11][CH2:12][CH2:13][N:14]2[CH2:19][CH2:18][CH:17]([NH:20][C:21]([C:23]3[S:33][C:32]4[N:34]5[C:25](=[CH:26][N:27]=[C:28]5[CH:29]=[CH:30][CH:31]=4)[CH:24]=3)=[O:22])[CH2:16][CH2:15]2)=[CH:8][CH:7]=1)=[O:5])[CH3:2] |f:3.4.5|. Procedure details: To a solution of 329.7 mg (0.65 mmol.) of N-[1-[3-(4-ethoxycarbonylphenoxy)propan-1-yl]piperidin-4-yl]-5-thia-1,8b-diazaacenaphthylene-4-carboxamide in ethanol (5 ml) was added, at room temperature, 2 ml (24 mmol.) of 12N hydrochloric acid. The mixture was stirred for one hour. The resulting crystalline precipitate was collected by filtration, followed by washing with ethanol and diethyl ether to afford the object compound (369.8 mg, 98%) as orange crystals. Reaction SMILES: [NH2:1][NH:2][C:3]([NH2:5])=[S:4].Cl[CH2:7][C:8](=O)[CH2:9][C:10]([O:12]CC)=[O:11].Cl>>[NH:5]=[C:3]1[N:2]([NH2:1])[C:8]([CH2:9][C:10]([OH:12])=[O:11])=[CH:7][S:4]1. Product: N=C1SC=C(N1N)CC(=O)O (2-imino-3-aminothiazoline-4-acetic acid). Procedure details: Reaction of thiosemicarbazide and ethyl 4-chloroacetoacetate in warm concentrated hydrochloric acid yielded 2-imino-3-aminothiazoline-4-acetic acid (Compound IIIA), which is also obtained by heating the hydrochloride of Compound IA in hydrochloric acid. Refluxing Compound IIIA in ethanolic hydrochloric acid produces the hydrochloride of the corresponding acetate, Compound IIIB (ethyl 2-imino-3-aminothiazoline 4-acetate.) Starting materials: NNC(=S)N (thiosemicarbazide), ClCC(CC(=O)OCC)=O (ethyl 4-chloroacetoacetate), Cl (hydrochloric acid). Reactants: FC1=CC=C(C=C1)C(C1=CC=C(C=C1)F)N\C=C(\C#N)/CC#N ((2E)-2-({[bis(4-fluorophenyl)methyl]amino}methylene)butanedinitrile), [O-]CC.[K+] (potassium ethoxide), O (water). Run in O1CCCC1 (tetrahydrofuran), C(C)O (ethanol). Conditions: time 1 hour. The product is NC1=CC(=CN1C(C1=CC=C(C=C1)F)C1=CC=C(C=C1)F)C#N (5-Amino-1-[bis(4-fluorophenyl)methyl]-1H-pyrrole-3-carbonitrile). As a reaction SMILES: [F:1][C:2]1[CH:7]=[CH:6][C:5]([CH:8]([NH:16]/[CH:17]=[C:18](\[CH2:21][C:22]#[N:23])/[C:19]#[N:20])[C:9]2[CH:14]=[CH:13][C:12]([F:15])=[CH:11][CH:10]=2)=[CH:4][CH:3]=1.[O-]CC.[K+].O>O1CCCC1.C(O)C>[NH2:23][C:22]1[N:16]([CH:8]([C:9]2[CH:14]=[CH:13][C:12]([F:15])=[CH:11][CH:10]=2)[C:5]2[CH:4]=[CH:3][C:2]([F:1])=[CH:7][CH:6]=2)[CH:17]=[C:18]([C:19]#[N:20])[CH:21]=1 |f:1.2|. Procedure: To a solution of (2E)-2-({[bis(4-fluorophenyl)methyl]amino}methylene)butanedinitrile (13.9 g, 45.1 mmol) in tetrahydrofuran (48 ml) and ethanol (48 ml) was slowly added potassium ethoxide (6.67 g, 79.2 mmol), which was stirred at room temperature for 1 hour and poured into iced water. The product was extracted with ethyl acetate, the extract was washed with water, dried over anhydrous magnesium sulfate, and the solvent was distilled off under reduced pressure to give the objective product as oil... Starting materials: CSc1ccc(C(O)c2cccc(F)c2)cc1, O=C(OC1CN2CCC1CC2)n1ccnc1. Yields the product CSc1ccc(C(OC(=O)OC2CN3CCC2CC3)c2cccc(F)c2)cc1. RXN SMILES: [F:17][c:18]1[cH:19][c:20]([CH:24]([OH:25])[c:26]2[cH:27][cH:28][c:29]([S:32][CH3:33])[cH:30][cH:31]2)[cH:21][cH:22][cH:23]1.[N:1]12[CH2:2][CH:3]([O:9][C:10](=[O:11])[n:12]3[cH:13][cH:14][n:15][cH:16]3)[CH:4]([CH2:5][CH2:6]1)[CH2:7][CH2:8]2>>[N:1]12[CH2:2][CH:3]([O:9][C:10](=[O:11])[O:25][CH:24]([c:20]3[cH:19][c:18]([F:17])[cH:23][cH:22][cH:21]3)[c:26]3[cH:27][cH:28][c:29]([S:32][CH3:33])[cH:30][cH:31]3)[CH:4]([CH2:5][CH2:6]1)[CH2:7][CH2:8]2.